Dataset: the Open Reaction Database (ORD), a public repository of structured organic reaction records. Task: describe an organic reaction: reactants, conditions, products, and yield Reactants: [OH-].[K+] (potassium hydroxide), FC1=C(OC2=CC=C(C(=O)OCC)C=C2)C=CC(=C1)F (ethyl 4-(2,4-difluorophenoxy)benzoate). The solvent is C1CCOC1.O (THF water). Run at temperature 110 celsius. Yields the product FC1=C(OC2=CC=C(C(=O)O)C=C2)C=CC(=C1)F (4-(2,4-Difluorophenoxy)benzoic Acid). RXN SMILES: [OH-].[K+].[F:3][C:4]1[CH:21]=[C:20]([F:22])[CH:19]=[CH:18][C:5]=1[O:6][C:7]1[CH:17]=[CH:16][C:10]([C:11]([O:13]CC)=[O:12])=[CH:9][CH:8]=1>C1COCC1.O>[F:3][C:4]1[CH:21]=[C:20]([F:22])[CH:19]=[CH:18][C:5]=1[O:6][C:7]1[CH:8]=[CH:9][C:10]([C:11]([OH:13])=[O:12])=[CH:16][CH:17]=1 |f:0.1,3.4|. Reported procedure: 0.518 g of potassium hydroxide was added to a solution of 0.428 g of ethyl 4-(2,4-difluorophenoxy)benzoate in 2 ml of THF/water (1:1). The solution was heated at 110° C. for 6 hours. The THF was then removed in vacuo, and the aqueous phase was freeze dried and purified by preparative HPLC. This resulted in the product with the molecular weight of 250.04 (C13H8F2O3); MS (ESI): 251 (M+H+). Starting materials: CCN(C(C)C)C(C)C (DIPEA), C(C)(=O)OC(C)=O (acetic anhydride), C(C1=CC=CC=C1)OOC1CCC(OC1)O (5-Benzyloxyoxytetrahydropyran-2-ol). Solvent: C(Cl)Cl (DCM). Reaction conditions: time 4 hour. Yields the product C(C)(=O)OC1OCC(CC1)OCC1=CC=CC=C1 (5-(benzyloxy)tetrahydro-2H-pyran-2-yl acetate). RXN SMILES: [CH2:1]([O:8]OC1COC(O)CC1)[C:2]1[CH:7]=[CH:6][CH:5]=[CH:4][CH:3]=1.CCN(C(C)C)[CH:20]([CH3:22])[CH3:21].[C:26]([O:29][C:30](=[O:32])[CH3:31])(=[O:28])[CH3:27]>C(Cl)Cl>[C:26]([O:29][CH:30]1[CH2:31][CH2:22][CH:20]([O:8][CH2:1][C:2]2[CH:3]=[CH:4][CH:5]=[CH:6][CH:7]=2)[CH2:21][O:32]1)(=[O:28])[CH3:27]. Procedure: A solution of 5-(benzyloxy)-2-methoxytetrahydro-2H-pyran (317 mg, 1.426 mmol) in AcOH (10 mL) and water (5 mL) was heated at 55° C. for 12 h and then evaporated to dryness to afford 5-benzyloxyoxytetrahydropyran-2-ol (300 mg). 5-Benzyloxyoxytetrahydropyran-2-ol was dissolved in DCM (3 mL) and treated with DIPEA (0.374 mL, 2.139 mmol) and acetic anhydride (218 mg, 2.139 mmol). The mixture was stirred at rt for 4 h, quenched with sat. NaHCO3 and extracted with DCM. The organic phase was washed wit... Reactants: C(CCCC)(=O)Cl (Valeryl chloride), [N+](=O)([O-])C1=CC=C(N)C=C1 (4-nitroaniline), Cl (hydrochloric acid). The solvent is N1=CC=CC=C1 (pyridine). Reaction conditions: time 1 hour. Product: [N+](=O)([O-])C1=CC=C(NC(CCCC)=O)C=C1 (4'-Nitrovaleranilide). RXN SMILES: [C:1](Cl)(=[O:6])[CH2:2][CH2:3][CH2:4][CH3:5].[N+:8]([C:11]1[CH:17]=[CH:16][C:14]([NH2:15])=[CH:13][CH:12]=1)([O-:10])=[O:9].Cl>N1C=CC=CC=1>[N+:8]([C:11]1[CH:17]=[CH:16][C:14]([NH:15][C:1](=[O:6])[CH2:2][CH2:3][CH2:4][CH3:5])=[CH:13][CH:12]=1)([O-:10])=[O:9]. Reported procedure: Valeryl chloride (12.06 g., 0.10 mole) is added dropwise to a cooled stirred solution of 4-nitroaniline (13.81 g., 0.10 mole) in pyridine (100 ml.). The resulting mixture is stirred at ambient temperature for one hour then heated (80°-100° C.) for twenty-four hours. The cooled solution is poured into cold 1 N hydrochloric acid (500 ml.) with stirring. The precipitated solid is collected, washed with water and dried, 21.4 g., m.p. 107°-116° C. Recrystallization from butyl chloride provides materi... Reactants: O=C([O-])[O-], ClCCl, CSc1nccc(-c2c3cccnc3n3c(N)nccc23)n1, [Na+], [Na+]. Product: CS(=O)c1nccc(-c2c3cccnc3n3c(N)nccc23)n1. Reaction SMILES: [C:23]([O-:24])(=[O:25])[O-:26].[Cl:29][CH2:30][Cl:31].[NH2:1][c:2]1[n:3][cH:4][cH:5][c:6]2[n:7]1[c:8]1[c:9]([c:10]2-[c:11]2[n:12][c:13]([S:17][CH3:18])[n:14][cH:15][cH:16]2)[cH:19][cH:20][cH:21][n:22]1.[Na+:27].[Na+:28]>>[NH2:1][c:2]1[n:3][cH:4][cH:5][c:6]2[n:7]1[c:8]1[c:9]([c:10]2-[c:11]2[n:12][c:13]([S:17]([CH3:18])=[O:24])[n:14][cH:15][cH:16]2)[cH:19][cH:20][cH:21][n:22]1. Reactants: C(C)(=O)OC=1C=C2C=CNC2=CC1OC(C)=O (5,6-diacetoxyindole), C(C1=CC=CC=C1)OC=1C=C2C=CNC2=CC1OCC1=CC=CC=C1 (5,6-dibenzyloxyindole), C(C1=CC=CC=C1)OC=1C=C2C=CNC2=CC1OCC1=CC=CC=C1 (5,6-dibenzyloxyindole). Reagents/catalysts: [Fe] (iron). Run in C(C)(=O)O (acetic acid). Product: OC=1C=C2C=CNC2=CC1O (5,6-dihydroxyindole). As a reaction SMILES: C([O:4][C:5]1[CH:6]=[C:7]2[C:11](=[CH:12][C:13]=1[O:14]C(=O)C)[NH:10][CH:9]=[CH:8]2)(=O)C.C(OC1C=C2C(=CC=1OCC1C=CC=CC=1)NC=C2)C1C=CC=CC=1>[Fe].C(O)(=O)C>[OH:4][C:5]1[CH:6]=[C:7]2[C:11](=[CH:12][C:13]=1[OH:14])[NH:10][CH:9]=[CH:8]2. Reported procedure: In a first stage, 5,6-diacetoxyindole and 5,6-dibenzyloxyindole are prepared by means of a cyclizing reduction. In the case of 5,6-dibenzyloxyindole the cyclizing reduction is carried out using iron in the presence of acetic acid. In a second stage, 5,6-dihydroxyindole is obtained: